The task is: describe an organic reaction: reactants, conditions, products, and yield. This data is from the Open Reaction Database (ORD), a public repository of structured organic reaction records. The reactants are CNC(=O)c1c(I)c(C(N)=O)c(I)c(C(=O)NC)c1I, CC(=O)O, O=N[O-], [Na+], O, O=S(=O)(O)O. Product: CNC(=O)c1c(I)c(C(=O)O)c(I)c(C(=O)NC)c1I. RXN SMILES: [CH3:1][NH:2][C:3](=[O:4])[c:5]1[c:6]([I:20])[c:7]([C:8](=[O:9])[NH2:10])[c:11]([I:19])[c:12]([C:15]([NH:16][CH3:17])=[O:18])[c:13]1[I:14].[CH3:26][C:27](=[O:28])[OH:29].[N:21](=[O:22])[O-:23].[Na+:24].[OH2:25].[S:30](=[O:31])(=[O:32])([OH:33])[OH:34]>>[CH3:1][NH:2][C:3](=[O:4])[c:5]1[c:6]([I:20])[c:7]([C:8](=[O:9])[OH:22])[c:11]([I:19])[c:12]([C:15]([NH:16][CH3:17])=[O:18])[c:13]1[I:14]. Reactants: NC=1C=CC(=C(C1)O)Br (5-amino-2-bromo-phenol), CC(C)([O-])C.[K+] (potassium tert-butoxide), [Na] (sodium), C(C1=CC=CC=C1)Cl (benzyl chloride). The solvent is CN(C=O)C (N,N-dimethylformamide). Reaction conditions: time 15 minute. Yields the product C(C1=CC=CC=C1)OC=1C=C(C=CC1Br)N (3-Benzyloxy-4-bromo-phenylamine). Yield: 106.9%. Reaction SMILES: [NH2:1][C:2]1[CH:3]=[CH:4][C:5]([Br:9])=[C:6]([OH:8])[CH:7]=1.CC(C)([O-])C.[K+].[CH2:16](Cl)[C:17]1[CH:22]=[CH:21][CH:20]=[CH:19][CH:18]=1.[Na]>CN(C)C=O>[CH2:16]([O:8][C:6]1[CH:7]=[C:2]([NH2:1])[CH:3]=[CH:4][C:5]=1[Br:9])[C:17]1[CH:22]=[CH:21][CH:20]=[CH:19][CH:18]=1 |f:1.2,^1:23|. Reported procedure: To a solution of 5-amino-2-bromo-phenol (35.2 g, 0.187 mol) in N,N-dimethylformamide (350 mL) was added potassium tert-butoxide (22.9 g, 0.204 mol). After 15 min, benzyl chloride (25.5 mL, 0.222 mol) was added within 2 min. The reaction was stirred during 4 h and then poured onto an aqueous solution of sodium hydrogenocarbonate and extracted with ethyl acetate. The combined organic phases were washed with brine and water then dried over sodium sulfate, filtered, and evaporated under vacuum. 55.6...